From a dataset of the Open Reaction Database (ORD), a public repository of structured organic reaction records. describe an organic reaction: reactants, conditions, products, and yield Starting materials: Cl.C1(CCCCC1)[C@H](C(=O)OCC1=CC=CC=C1)NCC(=O)OCC (Benzyl (2R)-2-cyclohexyl-2-[(2-ethoxy-2-oxoethyl)amino]ethanoate hydrochloride). The reagents and catalysts are [Pd] (Pd/C). The solvent is C(C)(C)O (iso-propyl alcohol). The product is C1(CCCCC1)[C@H](C(=O)O)NCC(=O)OCC ((2R)-2-Cyclohexyl-2-[(2-ethoxy-2-oxoethyl)amino]ethanoic acid). The yield is 201.4%. Reaction SMILES: Cl.[CH:2]1([C@@H:8]([NH:19][CH2:20][C:21]([O:23][CH2:24][CH3:25])=[O:22])[C:9]([O:11]CC2C=CC=CC=2)=[O:10])[CH2:7][CH2:6][CH2:5][CH2:4][CH2:3]1>C(O)(C)C.[Pd]>[CH:2]1([C@@H:8]([NH:19][CH2:20][C:21]([O:23][CH2:24][CH3:25])=[O:22])[C:9]([OH:11])=[O:10])[CH2:3][CH2:4][CH2:5][CH2:6][CH2:7]1 |f:0.1|. Procedure: Benzyl (2R)-2-cyclohexyl-2-[(2-ethoxy-2-oxoethyl)amino]ethanoate hydrochloride (40 g, 0.1 mol, from step (b) above) dissolved in iso-propyl alcohol (320 mL) was hydrogenated in the presence of 5% Pd/C (2 g, 50% aq.) for 3 h at 30° C. After removal of the catalyst by filtration, the filtrate was neutralised with tetrabutylammonium hydroxide and the pH was adjusted to 5.2. To rid the resultant of water, the suspension was evaporated and washed repeatedly with iso-propylalcohol and dried to yield 4...